Dataset: the Open Reaction Database (ORD), a public repository of structured organic reaction records. Task: describe an organic reaction: reactants, conditions, products, and yield Reactants: O=C(OOC(=O)c1ccccc1)c1ccccc1, Cc1cnc(Cl)c(F)c1, ClC(Cl)(Cl)Cl, O=C1CCC(=O)N1Br. Product: Fc1cc(CBr)cnc1Cl. As a reaction SMILES: [C:1]([O:2][O:3][C:4](=[O:5])[c:6]1[cH:7][cH:8][cH:9][cH:10][cH:11]1)(=[O:12])[c:13]1[cH:14][cH:15][cH:16][cH:17][cH:18]1.[Cl:19][c:20]1[n:21][cH:22][c:23]([CH3:27])[cH:24][c:25]1[F:26].[Cl:36][C:37]([Cl:38])([Cl:39])[Cl:40].[O:28]=[C:29]1[N:30]([Br:35])[C:31](=[O:32])[CH2:33][CH2:34]1>>[Cl:19][c:20]1[n:21][cH:22][c:23]([CH2:27][Br:35])[cH:24][c:25]1[F:26]. The reactants are ClC=1C=CC=2N(C1)C(=C(N2)C2=CC=C(C=C2)NC(=S)NC)C (6-chloro-3-methyl-2-[4-(3-methylthioureido)phenyl]imidazo[1,2-a]pyridine), BrBr (bromine). The product is ClC=1C=CC=2N(C1)C(=C(N2)C2=CC1=C(N=C(S1)NC)C=C2)C (6-(6-Chloro-3-methylimidazo[1,2-a]pyridin-2-yl)-2-methylaminobenzothiazole). Isolated yield 38.4%. Reaction SMILES: [Cl:1][C:2]1[CH:3]=[CH:4][C:5]2[N:6]([C:8]([CH3:22])=[C:9]([C:11]3[CH:16]=[CH:15][C:14]([NH:17][C:18]([NH:20][CH3:21])=[S:19])=[CH:13][CH:12]=3)[N:10]=2)[CH:7]=1.BrBr>>[Cl:1][C:2]1[CH:3]=[CH:4][C:5]2[N:6]([C:8]([CH3:22])=[C:9]([C:11]3[CH:12]=[CH:13][C:14]4[N:17]=[C:18]([NH:20][CH3:21])[S:19][C:15]=4[CH:16]=3)[N:10]=2)[CH:7]=1. Procedure details: 6-(6-Chloro-3-methylimidazo[1,2-a]pyridin-2-yl)-2-methylaminobenzothiazole (1.68 g) was prepared in substantially the same manner as that of Example 36 from 6-chloro-3-methyl-2-[4-(3-methylthioureido)phenyl]imidazo[1,2-a]pyridine (4.4 g) and bromine (2.05 g). Reaction SMILES: [N+:1]([O-:4])(O)=[O:2].[CH3:5][C:6]1([CH3:15])[O:10][C:9]2[CH:11]=[CH:12][CH:13]=[CH:14][C:8]=2[O:7]1>C(O)(=O)C>[CH3:5][C:6]1([CH3:15])[O:7][C:8]2[CH:14]=[CH:13][C:12]([N+:1]([O-:4])=[O:2])=[CH:11][C:9]=2[O:10]1. Yield: 33.5%. Reaction conditions: time 3 hour. Starting materials: ice water, [N+](=O)(O)[O-] (nitric acid), CC1(OC2=C(O1)C=CC=C2)C (2,2-dimethyl-1,3-benzodioxole). The solvent is C(C)(=O)O (acetic acid), C(C)(=O)O (acetic acid). The product is CC1(OC2=C(O1)C=CC(=C2)[N+](=O)[O-])C (2,2-dimethyl-5-nitro-1,3-benzodioxole). Procedure details: 24 ml of nitric acid (d=1.4) in 60 ml of glacial acetic acid were added dropwise at 15°-20° C. to 39.0 g of 2,2-dimethyl-1,3-benzodioxole in 200 ml of glacial acetic acid. After stirring at room temperature for 3 hours, the mixture was poured into ice/water and extracted twice with 1 l of methylene chloride. The organic phase was washed neutral with water, dried over sodium sulfate and evaporated in vacuo. The residue, recrystallized from methanol, gave 17.0 g (33.5% of theory) of 2,2-dimethyl-5... The reactants are C(=O)([O-])[O-].[K+].[K+] (K2CO3), CC1=C(CCl)C=CC=C1[N+](=O)[O-] (2-methyl-3-nitrobenzylchloride), C(C)N (ethylamine), CO (MeOH). Solvent: C1CCOC1 (THF), CCOC(=O)C (EtOAc). Conditions: time 48 hour. Product: CC1=C(CNCC)C=CC=C1[N+](=O)[O-] (N-(2-methyl-3-nitrobenzyl)-1-ethanamine). Isolated yield 87.7%. As a reaction SMILES: [CH3:1][C:2]1[C:9]([N+:10]([O-:12])=[O:11])=[CH:8][CH:7]=[CH:6][C:3]=1[CH2:4]Cl.[CH2:13]([NH2:15])[CH3:14].CO.C([O-])([O-])=O.[K+].[K+]>C1COCC1.CCOC(C)=O>[CH3:1][C:2]1[C:9]([N+:10]([O-:12])=[O:11])=[CH:8][CH:7]=[CH:6][C:3]=1[CH2:4][NH:15][CH2:13][CH3:14] |f:3.4.5|. Reported procedure: A mixture of 2-methyl-3-nitrobenzylchloride (0.50 g, 2.7 mmol) and ethylamine (2.76 g, 61.2 mmol) in THF (10 ml)/MeOH (5 ml) was stirred at ambiend temperature for 48 h. The solvent was reduced and the recidue was dissolved in EtOAc/aq. K2CO3 solution. The aqueous phase was extracted with EtOAc (×2). The combined organic layers were washed with brine, dried (Na2SO4), and concentrated to give the title compound 0.46 g (86%) as a yellow oil. Reactants: COC(=O)c1ccc2nc(C3CC(N4CCCCC4C)C3)sc2c1, C[O-], CO, [Na+], O. Yields the product CC1CCCCN1C1CC(c2nc3ccc(C(=O)O)cc3s2)C1. As a reaction SMILES: [CH3:1][CH:2]1[N:3]([CH:8]2[CH2:9][CH:10]([c:12]3[s:13][c:14]4[c:15]([n:16]3)[cH:17][cH:18][c:19]([C:21](=[O:22])[O:23][CH3:24])[cH:20]4)[CH2:11]2)[CH2:4][CH2:5][CH2:6][CH2:7]1.[CH3:26][O-:27].[CH3:29][OH:30].[Na+:28].[OH2:25]>>[CH3:1][CH:2]1[N:3]([CH:8]2[CH2:9][CH:10]([c:12]3[s:13][c:14]4[c:15]([n:16]3)[cH:17][cH:18][c:19]([C:21](=[O:22])[OH:23])[cH:20]4)[CH2:11]2)[CH2:4][CH2:5][CH2:6][CH2:7]1. The reactants are COC=1C=CC=C(C1C=2C=CC=CC2P(C3CCCCC3)C4CCCCC4)OC (S-phos), [K+].C[B-](F)(F)F (methyltrifluoroborate potassium salt), C(=O)([O-])[O-].[K+].[K+] (K2CO3), BrC1=CC2=C(C=C1)S(CC1=C2N(N=C1C(=O)N1CCOCC1)C1=CC=CC=C1)(=O)=O (8-bromo-3-(morpholin-4-ylcarbonyl)-1-phenyl-1,4-dihydrothiochromeno[4,3-c]pyrazole 5,5-dioxide). The reagents and catalysts are C(C)(=O)[O-].[Pd+2].C(C)(=O)[O-] (palladium acetate). Solvent: O1CCOCC1.O (1,4-Dioxane water). Reaction conditions: temperature 120 celsius. Product: CC1=CC2=C(C=C1)S(CC1=C2N(N=C1C(=O)N1CCOCC1)C1=CC=CC=C1)(=O)=O (8-Methyl-3-(morpholin-4-ylcarbonyl)-1-phenyl-1,4-dihydrothiochromeno[4,3-c]pyrazole 5,5-dioxide). RXN SMILES: Br[C:2]1[CH:7]=[CH:6][C:5]2[S:8](=[O:30])(=[O:29])[CH2:9][C:10]3[C:14]([C:15]([N:17]4[CH2:22][CH2:21][O:20][CH2:19][CH2:18]4)=[O:16])=[N:13][N:12]([C:23]4[CH:28]=[CH:27][CH:26]=[CH:25][CH:24]=4)[C:11]=3[C:4]=2[CH:3]=1.[K+].[CH3:32][B-](F)(F)F.C([O-])([O-])=O.[K+].[K+].COC1C=CC=C(OC)C=1C1C=CC=CC=1P(C1CCCCC1)C1CCCCC1>O1CCOCC1.O.C([O-])(=O)C.[Pd+2].C([O-])(=O)C>[CH3:32][C:2]1[CH:7]=[CH:6][C:5]2[S:8](=[O:29])(=[O:30])[CH2:9][C:10]3[C:14]([C:15]([N:17]4[CH2:18][CH2:19][O:20][CH2:21][CH2:22]4)=[O:16])=[N:13][N:12]([C:23]4[CH:28]=[CH:27][CH:26]=[CH:25][CH:24]=4)[C:11]=3[C:4]=2[CH:3]=1 |f:1.2,3.4.5,7.8,9.10.11|. Reported procedure: 8-bromo-3-(morpholin-4-ylcarbonyl)-1-phenyl-1,4-dihydrothiochromeno[4,3-c]pyrazole 5,5-dioxide (160 mg, 0.32 mmol) is dissolved in 1,4-Dioxane:water (4:2) to which is added methyltrifluoroborate potassium salt (80 mg, 0.65 mmol) and K2CO3 (90 mg, 0.65 mmol). The reaction mixture is degassed for 5 min and is added S-phos (6.5 mg, 0.016 mmol) followed by palladium acetate (3.6 mg, 0.016 mmol). The reaction mixture is heated under microwave for 2 h at 120° C. After this time, the reaction mass is c... The reactants are ClC(SCl)(Cl)Cl (trichloromethanesulphenyl chloride), O (Water), Br.ClC1=C(C(=N)N)C=CC=C1 (2-chlorobenzamidine hydrobromide), [OH-].[Na+] (NaOH). Solvent: ClCCl (dichloromethane), ClCCl (dichloromethane). Run at temperature -10 celsius, time 30 minute. The product is ClC1=NC(=NS1)C1=C(C=CC=C1)Cl (5-Chloro-3-(2-chlorophenyl)-1,2,4-thiadiazole). As a reaction SMILES: Br.[Cl:2][C:3]1[CH:11]=[CH:10][CH:9]=[CH:8][C:4]=1[C:5]([NH2:7])=[NH:6].[Cl:12][C:13](Cl)(Cl)[S:14]Cl.[OH-].[Na+].O>ClCCl>[Cl:12][C:13]1[S:14][N:7]=[C:5]([C:4]2[CH:8]=[CH:9][CH:10]=[CH:11][C:3]=2[Cl:2])[N:6]=1 |f:0.1,3.4|. Procedure: To a mixture of 37 g of 2-chlorobenzamidine hydrobromide in 160 ml of dichloromethane, cooled to -10° C., are added dropwise 36 g of trichloromethanesulphenyl chloride dissolved in 160 ml of dichloromethane. After stirring for 30 min, 65 ml of aqueous 50% NaOH solution are added dropwise to the medium, still at -10° C. The solution is allowed to return to room temperature and is stirred for 2 h. Water is added to the reaction medium and the phases are separated after settling has taken place. Th...